This data is from the Open Reaction Database (ORD), a public repository of structured organic reaction records. The task is: describe an organic reaction: reactants, conditions, products, and yield Run in C(C)(=O)O (acetic acid). Reactants: ice water, [OH-].[Na+] (NaOH), CN(CCNC1=CC=CC=2SC3=CC=CC=C3C(C12)=O)C (1-[[2-(dimethylamino)ethyl]amino]thioxanthen-9-one), C=O (formalin). Run at temperature 100 celsius. Procedure details: A mixture of 1-[[2-(dimethylamino)ethyl]amino]thioxanthen-9-one (13 g, 0.044 mol) , 37% formalin (390 mL) and 5N acetic acid (6.5 mL) was heated to 100° C. for 8.5 hours, allowed to stand over the weekend and then was heated at 100° C. for several more hours. The mixture was poured into ice water, basified with 35% NaOH and extracted with chloroform. The organic layer was washed with brine, dried over Na2SO4 and concentrated in vacuo. The residue was purified by column chromatography on silica e... Reaction SMILES: [CH3:1][N:2]([CH3:21])[CH2:3][CH2:4][NH:5][C:6]1[C:19]2[C:18](=[O:20])[C:17]3[C:12](=[CH:13][CH:14]=[CH:15][CH:16]=3)[S:11][C:10]=2[CH:9]=[CH:8][CH:7]=1.[CH2:22]=[O:23].[OH-].[Na+]>C(O)(=O)C>[CH:6]([NH2:5])([CH3:19])[CH3:7].[CH3:1][N:2]([CH3:21])[CH2:3][CH2:4][NH:5][C:6]1[C:19]2[C:18](=[O:20])[C:17]3[C:12](=[CH:13][CH:14]=[CH:15][CH:16]=3)[S:11][C:10]=2[C:9]([CH2:22][OH:23])=[CH:8][CH:7]=1 |f:2.3|. Yields the product C(C)(C)N (isopropylamine), CN(CCNC1=CC=C(C=2SC3=CC=CC=C3C(C12)=O)CO)C (1-[[2-(dimethylamino) ethyl]amino]-4-(hydroxymethyl)thioxanthen-9-one). Yield: 64.0%.